This data is from the Open Reaction Database (ORD), a public repository of structured organic reaction records. The task is: describe an organic reaction: reactants, conditions, products, and yield Starting materials: COC1=CC=C(CNCCNC(=O)C=2SC=CC2NC2=C3C(=NC=C2)NC=C3)C=C1 (3-(1H-Pyrrolo[2,3-b]pyridin-4-ylamino)-thiophene-2-carboxylic acid [2-(4-methoxy-benzylamino)-ethyl]amide), S1C=C(C=C1)C=O (3-thiophenecarboxaldehyde). Yields the product S1C=C(C=C1)CNCCNC(=O)C=1SC=CC1NC1=C2C(=NC=C1)NC=C2 (3-(1H-Pyrrolo[2,3-b]pyridin-4-ylamino)-thiophene-2-carboxylic acid {2-[(thiophen-3-ylmethyl)-amino]-ethyl}-amide). As a reaction SMILES: COC1C=[CH:29][C:6]([CH2:7][NH:8][CH2:9][CH2:10][NH:11][C:12]([C:14]2[S:15][CH:16]=[CH:17][C:18]=2[NH:19][C:20]2[CH:25]=[CH:24][N:23]=[C:22]3[NH:26][CH:27]=[CH:28][C:21]=23)=[O:13])=[CH:5][CH:4]=1.[S:31]1C=CC(C=O)=C1>>[S:31]1[CH:4]=[CH:5][C:6]([CH2:7][NH:8][CH2:9][CH2:10][NH:11][C:12]([C:14]2[S:15][CH:16]=[CH:17][C:18]=2[NH:19][C:20]2[CH:25]=[CH:24][N:23]=[C:22]3[NH:26][CH:27]=[CH:28][C:21]=23)=[O:13])=[CH:29]1. Procedure details: This compound was prepared in an analogous manner as 3-(1H-Pyrrolo[2,3-b]pyridin-4-ylamino)-thiophene-2-carboxylic acid [2-(4-methoxy-benzylamino)-ethyl]amide using 3-thiophenecarboxaldehyde instead of 4-methoxy benzaldehyde. LCMS (ESI) 398 (M+H) 1H NMR (400 MHz, DMSO-d6) δ ppm 11.52 (1H, br. s.) 10.26 (1H, s) 7.98-8.08 (2H, m) 7.77 (1H, d, J=5.42 Hz) 7.46 (1H, d, J=5.42 Hz) 7.42 (1H, dd, J=4.93, 2.98 Hz) 7.30 (1H, dd, J=3.29, 2.66 Hz) 7.24 (1H, dd, J=2.78, 1.03 Hz) 7.05 (1H, dd, J=4.91, 1.20 Hz... Reactants: C(C1=CC=CC=C1)[C@@H]([C@H](C[C@H](CC1=CC=C(C=C1)C1=CC=NC=C1)NC(=O)OCC1=CC=CC=C1)O[Si](C)(C)C(C)(C)C)NC(OC(C)(C)C)=O (tert-butyl(1S,2S,4S)-1-benzyl-4-{[(benzyloxy)carbonyl]amino}-2-{[tert-butyl(dimethyl)silyl]oxy}-5-(4-pyridin-4-ylphenyl)pentylcarbamate), [F-].C(CCC)[N+](CCCC)(CCCC)CCCC (tetrabutyl ammonium fluoride). The solvent is O1CCCC1 (tetrahydrofuran). Conditions: time 18 hour. Product: C(C1=CC=CC=C1)[C@@H]([C@H](C[C@H](CC1=CC=C(C=C1)C1=CC=NC=C1)NC(=O)OCC1=CC=CC=C1)O)NC(OC(C)(C)C)=O (tert-butyl(1S,2S,4S)-1-benzyl-4-{[(benzyloxy)carbonyl]amino}-2-hydroxy-5-(4-pyridin-4-ylphenyl)pentylcarbamate). Isolated yield 67.7%. As a reaction SMILES: [CH2:1]([C@H:8]([NH:44][C:45](=[O:51])[O:46][C:47]([CH3:50])([CH3:49])[CH3:48])[C@@H:9]([O:36][Si](C(C)(C)C)(C)C)[CH2:10][C@@H:11]([NH:25][C:26]([O:28][CH2:29][C:30]1[CH:35]=[CH:34][CH:33]=[CH:32][CH:31]=1)=[O:27])[CH2:12][C:13]1[CH:18]=[CH:17][C:16]([C:19]2[CH:24]=[CH:23][N:22]=[CH:21][CH:20]=2)=[CH:15][CH:14]=1)[C:2]1[CH:7]=[CH:6][CH:5]=[CH:4][CH:3]=1.[F-].C([N+](CCCC)(CCCC)CCCC)CCC>O1CCCC1>[CH2:1]([C@H:8]([NH:44][C:45](=[O:51])[O:46][C:47]([CH3:49])([CH3:48])[CH3:50])[C@@H:9]([OH:36])[CH2:10][C@@H:11]([NH:25][C:26]([O:28][CH2:29][C:30]1[CH:35]=[CH:34][CH:33]=[CH:32][CH:31]=1)=[O:27])[CH2:12][C:13]1[CH:18]=[CH:17][C:16]([C:19]2[CH:20]=[CH:21][N:22]=[CH:23][CH:24]=2)=[CH:15][CH:14]=1)[C:2]1[CH:3]=[CH:4][CH:5]=[CH:6][CH:7]=1 |f:1.2|. Reported procedure: To the product from Example 150A (0.422 g, 0.60 mmol) was added tetrabutyl ammonium fluoride solution in tetrahydrofuran (2.3 mL, 1N) and the mixture was stirred at room temperature for 18 hours. The tetrahydrofuran was evaporated and the mixture was partitioned between ethyl acetate and water. The organic was washed with brined, dried over MgSO4 filtered and evaporated. The residue was chromatographed on silica gel eluting with a gradient starting with chloroform and ending with 80% ethyl aceta...